From a dataset of the Open Reaction Database (ORD), a public repository of structured organic reaction records. describe an organic reaction: reactants, conditions, products, and yield Reactants: C(=O)C1=C(C=CC=C1)B(O)O (2-formyl phenyl boronic acid), NC=1C(=NC=CC1)Cl (3-amino-2-chloropyridine), COC (dimethyl ether), C1(=CC=CC=C1)P(C1=CC=CC=C1)C1=CC=CC=C1 (triphenylphosphine), C([O-])([O-])=O.[Na+].[Na+] (sodium carbonate). Reagents/catalysts: C(C)(=O)[O-].[Pd+2].C(C)(=O)[O-] (palladium acetate). Yields the product N1=C2C3=C(C=NC2=CC=C1)C=CC=C3 (benzo[c][1,5]naphthyridine). Isolated yield 50.5%. Reaction SMILES: [NH2:1][C:2]1[C:3](Cl)=[N:4][CH:5]=[CH:6][CH:7]=1.COC.C1(P(C2C=CC=CC=2)C2C=CC=CC=2)C=CC=CC=1.C(=O)([O-])[O-].[Na+].[Na+].[CH:37]([C:39]1[CH:44]=[CH:43][CH:42]=[CH:41][C:40]=1B(O)O)=O>C([O-])(=O)C.[Pd+2].C([O-])(=O)C>[N:1]1[CH:2]=[CH:7][CH:6]=[C:5]2[C:37]=1[C:39]1[CH:44]=[CH:43][CH:42]=[CH:41][C:40]=1[CH:3]=[N:4]2 |f:3.4.5,7.8.9|. Procedure details: 2.3 g 3-amino-2-chloropyridine (20 mmol) was dissolved by 45 mL dimethyl ether (DME) in a round-bottomed flask. 0.24 g palladium acetate (Pd(OAc)2), 0.567 g triphenylphosphine (PPh3), and 27 mL sodium carbonate (Na2CO3) solution were mixed in another flask. After the two flasks were mixed and stirred until a white solid was precipitated, 3.5 g 2-formyl phenyl boronic acid (23.3 mmol) was added and stirred for 24 hr under nitrogen. After extraction by ethyl acetate, drying, concentration, and pur... The reactants are C(C(C)C)=O (isobutyraldehyde), ClCC(C(CCl)O)O (1,4-dichloro-2,3-butanediol), S(O)(O)(=O)=O (sulfuric acid). The solvent is C(CCl)Cl (EDC). Product: C(C)(C)C1OC(C(O1)CCl)CCl (2-Isopropyl-4,5-dichloromethyl-1,3-dioxolane). As a reaction SMILES: [CH:1](=[O:5])[CH:2]([CH3:4])[CH3:3].[Cl:6][CH2:7][CH:8]([OH:13])[CH:9](O)[CH2:10][Cl:11].S(=O)(=O)(O)O>C(Cl)CCl>[CH:2]([CH:1]1[O:13][CH:8]([CH2:7][Cl:6])[CH:9]([CH2:10][Cl:11])[O:5]1)([CH3:4])[CH3:3]. Procedure details: A three-neck 5-mL flask fitted with a thermometer, mechanical stirrer, addition funnel, condenser and positive nitrogen atmosphere was charged with EDC (200 mL), isobutyraldehyde (11.3 g, 0.157 mole), and 1,4-dichloro-2,3-butanediol (25.0 g, 0.157 mole). Concentrated sulfuric acid (23.2 g) was added dropwise to the agitated mixture over thirty minutes, during which time a slight exotherm was noticed and the flask was immersed in an ice bath to maintain a reaction temperature of 17°-19° C. Stirri... The reactants are [BH4-], CCc1c(C)c2c(c(OCC[Si](C)(C)C)c1CC=C(C)C=O)C(=O)OC2, C1CCOC1, CO, CO, [Li+], O. Product: CCc1c(C)c2c(c(OCC[Si](C)(C)C)c1CC=C(C)CO)C(=O)OC2. As a reaction SMILES: [BH4-:27].[CH2:1]([CH3:2])[c:3]1[c:4]([CH2:21][CH:22]=[C:23]([CH:24]=[O:25])[CH3:26])[c:5]([O:14][CH2:15][CH2:16][Si:17]([CH3:18])([CH3:19])[CH3:20])[c:6]2[c:10]([c:11]1[CH3:12])[CH2:9][O:8][C:7]2=[O:13].[CH2:34]1[O:35][CH2:36][CH2:37][CH2:38]1.[CH3:29][OH:30].[CH3:31][OH:32].[Li+:28].[OH2:33]>>[CH2:1]([CH3:2])[c:3]1[c:4]([CH2:21][CH:22]=[C:23]([CH2:24][OH:25])[CH3:26])[c:5]([O:14][CH2:15][CH2:16][Si:17]([CH3:18])([CH3:19])[CH3:20])[c:6]2[c:10]([c:11]1[CH3:12])[CH2:9][O:8][C:7]2=[O:13]. Reactants: ClCCCNC(C(F)(F)F)=O (N-(3-chloropropyl)-2,2,2-trifluoroacetamide), B.C1CCOC1 (BH3/THF). Solvent: O1CCCC1 (tetrahydrofuran). Run at temperature 80 celsius, time 3 hour. The product is ClCCCNCC(F)(F)F ((3-chloropropyl)(2,2,2-trifluoroethyl)amine). RXN SMILES: [Cl:1][CH2:2][CH2:3][CH2:4][NH:5][C:6](=O)[C:7]([F:10])([F:9])[F:8].B.C1COCC1>O1CCCC1>[Cl:1][CH2:2][CH2:3][CH2:4][NH:5][CH2:6][C:7]([F:10])([F:9])[F:8] |f:1.2|. Procedure details: Into a 250-mL round-bottom flask, was placed N-(3-chloropropyl)-2,2,2-trifluoroacetamide (6 g, 31.65 mmol, 1.00 equiv), tetrahydrofuran (30 mL), BH3/THF (80 mL). The resulting solution was stirred for 3 h at 80° C. in an oil bath. The resulting mixture was concentrated under vacuum. The resulting solution was diluted with 200 mL of H2O. The resulting solution was extracted with 4×100 mL of ethyl acetate and the organic layers combined. The resulting mixture was washed with 2×100 mL of brine. The... The reactants are CC(=O)Nc1c(I)c(NC(C)=O)c(I)c(C(=O)Cl)c1I, CCOC(=O)CCC(N)C(=O)OCC, Cl. Product: CCOC(=O)CCC(NC(=O)c1c(I)c(NC(C)=O)c(I)c(NC(C)=O)c1I)C(=O)OCC. RXN SMILES: [C:1]([CH3:2])(=[O:3])[NH:4][c:5]1[c:6]([I:20])[c:7]([C:8](=[O:9])[Cl:10])[c:11]([I:19])[c:12]([NH:15][C:16]([CH3:17])=[O:18])[c:13]1[I:14].[CH2:22]([CH3:23])[O:24][C:25]([CH:26]([NH2:27])[CH2:28][CH2:29][C:30](=[O:31])[O:32][CH2:33][CH3:34])=[O:35].[ClH:21]>>[C:1]([CH3:2])(=[O:3])[NH:4][c:5]1[c:6]([I:20])[c:7]([C:8](=[O:9])[NH:27][CH:26]([C:25]([O:24][CH2:22][CH3:23])=[O:35])[CH2:28][CH2:29][C:30](=[O:31])[O:32][CH2:33][CH3:34])[c:11]([I:19])[c:12]([NH:15][C:16]([CH3:17])=[O:18])[c:13]1[I:14]. Starting materials: C(C)(C)N(CC)C(C)C (diisopropylethylamine), IC1=CC=C(C=C1)S(=O)(=O)Cl (4-iodobenzenesulfonyl chloride), solution, Cl (hydrogen chloride), C(C1=CC=CC=C1)OC(=O)N1CCC(CC1)OC1=CC=C(C=C1)C[C@@H](COC=1C=C(C#N)C=CC1)NC(=O)OC(C)(C)C (3-[(2S)-3-[4-[1-(benzyloxycarbonyl)-4-piperidyloxy]phenyl]-2-(t-butoxycarbonylamino)propoxy]benzonitrile). Run in C(C)(=O)OCC (ethyl acetate), O1CCOCC1 (dioxane), O1CCOCC1 (dioxane). Reaction conditions: time 24 hour. The product is C(C1=CC=CC=C1)OC(=O)N1CCC(CC1)OC1=CC=C(C=C1)C[C@@H](COC=1C=C(C#N)C=CC1)NS(=O)(=O)C1=CC=C(C=C1)I (3-[(2S)-3-[4-[1-(benzyloxycarbonyl)-4-piperidyloxy]phenyl]-2-(4-iodobenzenesulfonylamino)propoxy]benzonitrile). Reaction SMILES: Cl.[CH2:2]([O:9][C:10]([N:12]1[CH2:17][CH2:16][CH:15]([O:18][C:19]2[CH:24]=[CH:23][C:22]([CH2:25][C@H:26]([NH:37]C(OC(C)(C)C)=O)[CH2:27][O:28][C:29]3[CH:30]=[C:31]([CH:34]=[CH:35][CH:36]=3)[C:32]#[N:33])=[CH:21][CH:20]=2)[CH2:14][CH2:13]1)=[O:11])[C:3]1[CH:8]=[CH:7][CH:6]=[CH:5][CH:4]=1.C(N(C(C)C)CC)(C)C.[I:54][C:55]1[CH:60]=[CH:59][C:58]([S:61](Cl)(=[O:63])=[O:62])=[CH:57][CH:56]=1>O1CCOCC1.C(OCC)(=O)C>[CH2:2]([O:9][C:10]([N:12]1[CH2:13][CH2:14][CH:15]([O:18][C:19]2[CH:24]=[CH:23][C:22]([CH2:25][C@H:26]([NH:37][S:61]([C:58]3[CH:59]=[CH:60][C:55]([I:54])=[CH:56][CH:57]=3)(=[O:63])=[O:62])[CH2:27][O:28][C:29]3[CH:30]=[C:31]([CH:34]=[CH:35][CH:36]=3)[C:32]#[N:33])=[CH:21][CH:20]=2)[CH2:16][CH2:17]1)=[O:11])[C:3]1[CH:8]=[CH:7][CH:6]=[CH:5][CH:4]=1. Procedure details: 25 ml of 4 N solution of hydrogen chloride in dioxane and 12.5 ml of dioxane were added to 2.54 g (4.34 mmol) of 3-[(2S)-3-[4-[1-(benzyloxycarbonyl)-4-piperidyloxy]phenyl]-2-(t-butoxycarbonylamino)propoxy]benzonitrile. After stirring at room temperature for 24 hours, the solvent was evaporated under reduced pressure, and the residue was dissolved in 40 ml of dimethylformamide. 1.77 ml (13.0 mmol) of diisopropylethylamine and 1.97 g (6.51 mmol) of 4-iodobenzenesulfonyl chloride were added to the ...